Task: describe an organic reaction: reactants, conditions, products, and yield. Dataset: the Open Reaction Database (ORD), a public repository of structured organic reaction records The reactants are BrCc1ccccc1, C=CCC1(CO)CC(=O)N(C(C)c2ccccc2)C1, CO, [H-], [Na+], C1CCOC1. The product is C=CCC1(COCc2ccccc2)CC(=O)N(C(C)c2ccccc2)C1. As a reaction SMILES: [Br:1][CH2:2][c:3]1[cH:4][cH:5][cH:6][cH:7][cH:8]1.[CH2:11]([CH:12]=[CH2:13])[C:14]1([CH2:28][OH:29])[CH2:15][C:16](=[O:27])[N:17]([CH:19]([CH3:20])[c:21]2[cH:22][cH:23][cH:24][cH:25][cH:26]2)[CH2:18]1.[CH3:30][OH:31].[H-:9].[Na+:10].[O:32]1[CH2:33][CH2:34][CH2:35][CH2:36]1>>[CH2:2]([c:3]1[cH:4][cH:5][cH:6][cH:7][cH:8]1)[O:29][CH2:28][C:14]1([CH2:11][CH:12]=[CH2:13])[CH2:15][C:16](=[O:27])[N:17]([CH:19]([CH3:20])[c:21]2[cH:22][cH:23][cH:24][cH:25][cH:26]2)[CH2:18]1.